This data is from the Open Reaction Database (ORD), a public repository of structured organic reaction records. The task is: describe an organic reaction: reactants, conditions, products, and yield Starting materials: CC(C)([O-])C.[K+] (Potassium t-butoxide), C(C)C=1N(N=C2C1N=C(NC2=O)C=2C(=NC=C(C2)S(=O)(=O)N2CCN(CC2)C)OCCC)CC2=NC=CC=C2 (3-Ethyl-5-[5-(4-methylpiperazin-1-ylsulphonyl)-2-n-propoxypyridin-3-yl]-2-(pyridin-2-yl)methyl-2,6-dihydro-7H-pyrazolo[4,3-d]pyrimidin-7-one). Run in CC(C)O (propan-2-ol). Product: C(C)C=1N(N=C2C1N=C(NC2=O)C=2C(=NC=C(C2)S(=O)(=O)N2CCN(CC2)C)OC(C)C)CC2=NC=CC=C2 (3-Ethyl-5-[5-(4-methylpiperazin-1-ylsulphonyl)-2-(prop-2-oxy)pyridin-3-yl]-2-(pyridin-2-yl)methyl-2,6-dihydro-7H-pyrazolo[4,3-d]pyrimidin-7-one). Isolated yield 35.3%. Reaction SMILES: [CH3:1][C:2](C)([O-:4])[CH3:3].[K+].[CH2:7]([C:9]1[N:10]([CH2:39][C:40]2[CH:45]=[CH:44][CH:43]=[CH:42][N:41]=2)[N:11]=[C:12]2[C:17](=[O:18])[NH:16][C:15]([C:19]3[C:20](OCCC)=[N:21][CH:22]=[C:23]([S:25]([N:28]4[CH2:33][CH2:32][N:31]([CH3:34])[CH2:30][CH2:29]4)(=[O:27])=[O:26])[CH:24]=3)=[N:14][C:13]=12)[CH3:8]>CC(O)C>[CH2:7]([C:9]1[N:10]([CH2:39][C:40]2[CH:45]=[CH:44][CH:43]=[CH:42][N:41]=2)[N:11]=[C:12]2[C:17](=[O:18])[NH:16][C:15]([C:19]3[C:20]([O:4][CH:2]([CH3:3])[CH3:1])=[N:21][CH:22]=[C:23]([S:25]([N:28]4[CH2:33][CH2:32][N:31]([CH3:34])[CH2:30][CH2:29]4)(=[O:26])=[O:27])[CH:24]=3)=[N:14][C:13]=12)[CH3:8] |f:0.1|. Procedure details: Potassium t-butoxide (290 mg, 2.60 mmol) was added to a stirred solution of the title compound of Example 20 (239 mg, 0.43 mmol) in propan-2-ol (7 ml) under nitrogen and the reaction mixture heated under reflux for 48 hours, then allowed to cool. The resulting mixture was evaporated under reduced pressure and the residue partitioned between water (20 ml) and ethyl acetate (20 ml). The phases were separated, the aqueous phase extracted with ethyl acetate and the combined organic solutions dried (... The product is C(C)(=O)C1=CC=C(S1)CN1N=C(C=C1)NC(=O)C=1N=COC1C1=CC=CC=C1 (5-Phenyl-oxazole-4-carboxylic acid [1-(5-acetyl-thiophen-2-ylmethyl)-1H-pyrazol-3-yl]-amide). Procedure details: Following general procedure B followed by C, starting from 1-[5-(2-methyl-[1,3]dioxolan-2-yl)-thiophen-2-ylmethyl]-1H-pyrazol-3-ylamine and 5-phenyl-oxazole-4-carboxylic acid. LC-MS-conditions 02: tR=1.02 min; [M+H]+=393.34. Reaction SMILES: [CH3:1][C:2]1([C:7]2[S:11][C:10]([CH2:12][N:13]3[CH:17]=[CH:16][C:15]([NH2:18])=[N:14]3)=[CH:9][CH:8]=2)[O:6]CCO1.[C:19]1([C:25]2[O:29][CH:28]=[N:27][C:26]=2[C:30](O)=[O:31])[CH:24]=[CH:23][CH:22]=[CH:21][CH:20]=1>>[C:2]([C:7]1[S:11][C:10]([CH2:12][N:13]2[CH:17]=[CH:16][C:15]([NH:18][C:30]([C:26]3[N:27]=[CH:28][O:29][C:25]=3[C:19]3[CH:20]=[CH:21][CH:22]=[CH:23][CH:24]=3)=[O:31])=[N:14]2)=[CH:9][CH:8]=1)(=[O:6])[CH3:1]. Reactants: CC1(OCCO1)C1=CC=C(S1)CN1N=C(C=C1)N (1-[5-(2-methyl-[1,3]dioxolan-2-yl)-thiophen-2-ylmethyl]-1H-pyrazol-3-ylamine), C1(=CC=CC=C1)C1=C(N=CO1)C(=O)O (5-phenyl-oxazole-4-carboxylic acid). The solvent is C(C)O (ethanol). Procedure: A stirred mixture of 1.1 g of (6-chloro-4-p-chlorobenzylamino-2pyrimidinylthio)acetic acid, ethyl ester 0.18 g of hydrazine hydrate (98%) and 0.3 g of sodium carbonate in 15 ml. of ethanol was heated under reflux for 3 hr. The reaction mixture was filtered and the filtrate diluted with water until a precipitate appeared. The solid was washed with aqueous (10%) sodium carbonate then recrystallized from ethanol to a mp. of 178-182°C. RXN SMILES: [Cl:1][C:2]1[N:7]=[C:6]([S:8][CH2:9][C:10](OCC)=[O:11])[N:5]=[C:4]([NH:15][CH2:16][C:17]2[CH:22]=[CH:21][C:20]([Cl:23])=[CH:19][CH:18]=2)[CH:3]=1.O.[NH2:25][NH2:26].C(=O)([O-])[O-].[Na+].[Na+]>C(O)C>[Cl:1][C:2]1[CH:3]=[C:4]([NH:15][CH2:16][C:17]2[CH:22]=[CH:21][C:20]([Cl:23])=[CH:19][CH:18]=2)[N:5]=[C:6]([S:8][CH2:9][C:10]([NH:25][NH2:26])=[O:11])[N:7]=1 |f:1.2,3.4.5|. Yields the product ClC1=NC(=NC(=C1)NCC1=CC=C(C=C1)Cl)SCC(=O)NN ((4-Chloro-6-(p-chlorobenzylamino)-2-pyrimidinylthio)acetic acid hydrazide). Reactants: ClC1=CC(=NC(=N1)SCC(=O)OCC)NCC1=CC=C(C=C1)Cl ((6-chloro-4-p-chlorobenzylamino-2pyrimidinylthio)acetic acid, ethyl ester), O.NN (hydrazine hydrate), C([O-])([O-])=O.[Na+].[Na+] (sodium carbonate). The reactants are ClC1=CC=C2C(=C1)NC(C21C(NC(CC1C1=C(C=CC(=C1)Cl)OC(CO)(C)C)=O)C1=C(C=CC(=C1)F)C)=O (racemic (2′S,3S,4′R)-6-chloro-4′-[5-chloro-2-(2-hydroxy-1,1-dimethyl-ethoxy)-phenyl]-2′-[5-fluoro-2-methylphenyl]-spiro[3H-indole-3,3′-piperidine]-2,6′(1H)-dione), CCN=C=NCCCN(C)C.Cl (EDCl), C=1C=CC2=C(C1)N=NN2O (HOBt), CCN(C(C)C)C(C)C (DIPEA), C1(CCC1)N (cyclobutylamine). The solvent is C1CCOC1 (THF). Conditions: time 8 hour. Product: ClC1=CC=C2C(=C1)NC(C21C(NC(CC1C1=C(C=CC(=C1)Cl)OC(C)(C)C(NC1CCC1)=O)=O)C1=C(C=CC(=C1)F)C)=O (Racemic (2′S,3S,4′R)-6-chloro-4′-[5-chloro-2-(1-cyclobutylcarbamoyl-1-methyl-ethoxy)-phenyl]-2′-(5-fluoro-2-methyl-phenyl)spiro[3H-indole-3,3′-piperidine]-2,6′(1H)-dione). Yield: 42.7%. As a reaction SMILES: [Cl:1][C:2]1[CH:7]=[C:6]2[NH:8][C:9](=[O:38])[C:10]3([CH:15]([C:16]4[CH:21]=[C:20]([Cl:22])[CH:19]=[CH:18][C:17]=4[O:23][C:24]([CH3:28])([CH3:27])[CH2:25][OH:26])[CH2:14][C:13](=[O:29])[NH:12][CH:11]3[C:30]3[CH:35]=[C:34]([F:36])[CH:33]=[CH:32][C:31]=3[CH3:37])[C:5]2=[CH:4][CH:3]=1.CCN=C=NCCCN(C)C.Cl.C1C=[CH:53][C:54]2[N:59](O)N=N[C:55]=2[CH:56]=1.CCN(C(C)C)C(C)C.C1(N)CCC1>C1COCC1>[Cl:1][C:2]1[CH:7]=[C:6]2[NH:8][C:9](=[O:38])[C:10]3([CH:15]([C:16]4[CH:21]=[C:20]([Cl:22])[CH:19]=[CH:18][C:17]=4[O:23][C:24]([C:25](=[O:26])[NH:59][CH:54]4[CH2:53][CH2:56][CH2:55]4)([CH3:28])[CH3:27])[CH2:14][C:13](=[O:29])[NH:12][CH:11]3[C:30]3[CH:35]=[C:34]([F:36])[CH:33]=[CH:32][C:31]=3[CH3:37])[C:5]2=[CH:4][CH:3]=1 |f:1.2|. Reported procedure: To a mixture of racemic (2′S,3S,4′R)-6-chloro-4′-[5-chloro-2-(2-hydroxy-1,1-dimethyl-ethoxy)-phenyl]-2′-[5-fluoro-2-methylphenyl]-spiro[3H-indole-3,3′-piperidine]-2,6′(1H)-dione (35 mg, 0.06 mmol), EDCl (18 mg, 0.094 mmol), HOBt (14 mg, 0.094 mmol) and DIPEA (23 mg, 0.2 mmol) in THF (1 mL) was added cyclobutylamine (13 mg, 0.18 mmol). The mixture was stirred at room temperature overnight, purified by prep-HPLC to give the title compound as a white solid (16 mg). Reactants: C1(CCCCCO1)=O (ε-caprolactone), C1C(=O)OCC(=O)O1 (glycolide), CCCCC(CC)C(=O)[O-].CCCCC(CC)C(=O)[O-].[Sn+2] (stannous octoate). Run in C(COCCO)O (diethylene glycol). Reaction conditions: temperature 190 celsius. Product: C1(CCCCCO1)=O.C1C(=O)OCC(=O)O1 (ε-CAPROLACTONE GLYCOLIDE). As a reaction SMILES: [C:1]1(=[O:8])[O:7][CH2:6][CH2:5][CH2:4][CH2:3][CH2:2]1.[CH2:9]1[O:16][C:14](=[O:15])[CH2:13][O:12][C:10]1=[O:11].CCCCC(C([O-])=O)CC.CCCCC(C([O-])=O)CC.[Sn+2]>C(O)COCCO>[C:1]1(=[O:8])[O:7][CH2:6][CH2:5][CH2:4][CH2:3][CH2:2]1.[CH2:9]1[O:16][C:14](=[O:15])[CH2:13][O:12][C:10]1=[O:11] |f:2.3.4,6.7|. Reported procedure: A flame dried 500 ml single-neck round-bottom flask is charged with 102.73 gm. (0.90 mole) of ε-caprolactone, 127.68 gm (1.10 mole) of glycolide, 0.228 ml (1.20 mmole/mole of total monomer) of distilled diethylene glycol and 0.135 ml stannous octoate (0.33 molar solution in toluene). The flask is fitted with a flame dried mechanical stirrer and appropriate adapters to provide a closed system. The reactor is purged three times before being vented with nitrogen. The reaction mixture is heated to 1... Starting materials: C1CCOC1, CCO, Cn1ccc2c([N+](=O)[O-])ccnc21, [H][H], O=[Pt]=O. Product: Cn1ccc2c(N)ccnc21. Reaction SMILES: [CH2:19]1[O:20][CH2:21][CH2:22][CH2:23]1.[CH3:16][CH2:17][OH:18].[CH3:1][n:2]1[cH:3][cH:4][c:5]2[c:6]1[n:7][cH:8][cH:9][c:10]2[N+:11]([O-:12])=[O:13].[H:14][H:15].[Pt:24](=[O:25])=[O:26]>>[CH3:1][n:2]1[cH:3][cH:4][c:5]2[c:6]1[n:7][cH:8][cH:9][c:10]2[NH2:11]. The reactants are ClCC1=NOC(=C1)C (3-chloromethyl-5-methylisoxazole), ClC=1C=C(C=CC1C(C(C(F)(F)F)(C1=NC=C(N=C1)C)O)C)O (3-Chloro-4-[3,3,3-trifluoro-2-hydroxy-1-methyl-2-(5-methyl-pyrazin-2-yl)-propyl]-phenol). The product is ClC1=C(C=CC(=C1)OCC1=NOC(=C1)C)C(C(C(F)(F)F)(O)C1=NC=C(N=C1)C)C (3-[2-Chloro-4-(5-methyl-isoxazol-3-ylmethoxy)-phenyl]-1,1,1-trifluoro-2-(5-methyl-pyrazin-2-yl)-butan-2-ol). Reaction SMILES: Cl[CH2:2][C:3]1[CH:7]=[C:6]([CH3:8])[O:5][N:4]=1.[Cl:9][C:10]1[CH:11]=[C:12]([OH:31])[CH:13]=[CH:14][C:15]=1[CH:16]([CH3:30])[C:17]([OH:29])([C:22]1[CH:27]=[N:26][C:25]([CH3:28])=[CH:24][N:23]=1)[C:18]([F:21])([F:20])[F:19]>>[Cl:9][C:10]1[CH:11]=[C:12]([O:31][CH2:2][C:3]2[CH:7]=[C:6]([CH3:8])[O:5][N:4]=2)[CH:13]=[CH:14][C:15]=1[CH:16]([CH3:30])[C:17]([C:22]1[CH:27]=[N:26][C:25]([CH3:28])=[CH:24][N:23]=1)([OH:29])[C:18]([F:19])([F:21])[F:20]. Reported procedure: The title compound was prepared in analogy to Example 74 from 3-chloromethyl-5-methylisoxazole and 3-chloro-4-[3,3,3-trifluoro-2-hydroxy-1-methyl-2-(5-methyl-pyrazin-2-yl)-propyl]-phenol (Example 72). MS (m/e)=442.3 (MH+). Starting materials: CN(C(CCC)=O)OC (N-methyl-N-methoxybutyramide), C(CCC)[Li] (n-butyl lithium), C(C)OCC (diethylether), BrC=1C=NC2=CC=CC=C2C1 (3-bromoquinoline). Run in C1CCOC1 (THF). Run at temperature 0 celsius. The product is N1=CC(=CC2=CC=CC=C12)C(CCC)=O (1-(3-Quinolinyl)-1-butanone). Isolated yield 58.1%. As a reaction SMILES: C([Li])CCC.C(OCC)C.Br[C:12]1[CH:13]=[N:14][C:15]2[C:20]([CH:21]=1)=[CH:19][CH:18]=[CH:17][CH:16]=2.CN(OC)[C:24](=[O:28])[CH2:25][CH2:26][CH3:27]>C1COCC1>[N:14]1[C:15]2[C:20](=[CH:19][CH:18]=[CH:17][CH:16]=2)[CH:21]=[C:12]([C:24](=[O:28])[CH2:25][CH2:26][CH3:27])[CH:13]=1. Procedure: In a dry 3-necked flask under argon at -50° C., n-butyl lithium (0.0025 M, 0.021 ml) was added to 150 ml diethylether. Then 4.16 grams 3-bromoquinoline in 2 ml THF was added dropwise while stirring and maintaining the temperature at -60° C. to -55° C. The solution was stirred for 30 minutes, and 2.3 grams N-methyl-N-methoxybutyramide were then added dropwise at -50° C. and the solution was stirred an additional 30 minutes. The solution was then allowed to warm to 0° C. and stirred for one hour. ... The reactants are C1(CCCCC1)(C(=O)O)C(=O)O (cyclohexane dicarboxylic acid), O1C(COCC1)CO (1,4-dioxanemethanol). The reagents and catalysts are C(CCC)[Sn](CCCC)=O (dibutyltin oxide). The solvent is C=1(C(=CC=CC1)C)C (xylene). The product is C1(CCCCC1)(C(=O)O)C(=O)O.O1C(COCC1)CO.O1C(COCC1)CO (bis-1,4-dioxanemethanol cyclohexanedicarboxylate). The yield is 91.0%. As a reaction SMILES: [C:1]1([C:10]([OH:12])=[O:11])([C:7]([OH:9])=[O:8])[CH2:6][CH2:5][CH2:4][CH2:3][CH2:2]1.[O:13]1[CH2:18][CH2:17][O:16][CH2:15][CH:14]1[CH2:19][OH:20]>C([Sn](=O)CCCC)CCC.C1(C)C(C)=CC=CC=1>[C:1]1([C:10]([OH:12])=[O:11])([C:7]([OH:9])=[O:8])[CH2:2][CH2:3][CH2:4][CH2:5][CH2:6]1.[O:13]1[CH2:18][CH2:17][O:16][CH2:15][CH:14]1[CH2:19][OH:20].[O:13]1[CH2:14][CH2:15][O:12][CH2:10][CH:1]1[CH2:7][OH:9] |f:4.5.6|. Procedure: Following the procedure of Example 2, a mixture of 172 grams (1.0 mole) of cyclohexane dicarboxylic acid, 265.5 grams (2.25 moles) of 1,4-dioxanemethanol, 75 milliliters of xylene and 0.3 gram of dibutyltin oxide catalyst yields a gray waxy product in 91 percent yield. Recrystallization from an ethanol-water mixture gives the colorless bis-1,4-dioxanemethanol cyclohexanedicarboxylate. The reactants are CN1C(C(C2=CC=CC=C12)CC(C(=O)O)N)=O (3-(1-methyloxindol-3-yl)-2-aminopropionic acid), ClC1=CC=C(C(=O)N2C(OC3=C2C=CC=C3)=S)C=C1 (3-(4-chlorobenzoyl)benzoxazolin-2-thione), ice water. Run in CN1C(CCC1)=O (1-methyl-2-pyrrolidone). Conditions: time 3 day. The product is ClC1=CC=C(C(=O)NC(C(=O)O)CC2C(N(C3=CC=CC=C23)C)=O)C=C1 (2-(4-chlorobenzoylamino)-3-(1-methyloxindol-3-yl)propionic acid). RXN SMILES: [CH3:1][N:2]1[C:10]2[C:5](=[CH:6][CH:7]=[CH:8][CH:9]=2)[CH:4]([CH2:11][CH:12]([NH2:16])[C:13]([OH:15])=[O:14])[C:3]1=[O:17].[Cl:18][C:19]1[CH:36]=[CH:35][C:22]([C:23](N2C3C=CC=CC=3OC2=S)=[O:24])=[CH:21][CH:20]=1>CN1CCCC1=O>[Cl:18][C:19]1[CH:36]=[CH:35][C:22]([C:23]([NH:16][CH:12]([CH2:11][CH:4]2[C:5]3[C:10](=[CH:9][CH:8]=[CH:7][CH:6]=3)[N:2]([CH3:1])[C:3]2=[O:17])[C:13]([OH:15])=[O:14])=[O:24])=[CH:21][CH:20]=1. Procedure details: 2 Grams of 3-(1-methyloxindol-3-yl)-2-aminopropionic acid prepared in Reference Example 5 was suspended in 50 ml of 1-methyl-2-pyrrolidone, then 2.2 g of 3-(4-chlorobenzoyl)benzoxazolin-2-thione was added thereto, and the reaction mixture was stirred at a room temperature for 3 days. The reaction mixture was poured into an ice-water, and the crystals formed were collected by filtration, then the crystals were dissolved in 1N-sodium hydroxide aqueous solution, then the resulting solution was acid...